From a dataset of the Open Reaction Database (ORD), a public repository of structured organic reaction records. describe an organic reaction: reactants, conditions, products, and yield The reactants are CCCP1(=O)OP(=O)(OP(=O)(O1)CCC)CCC (1-propanephosphonic acid cyclic anhydride), NC1=C(C(=O)O)C=CC=C1I (2-amino-3-iodobenzoic acid), CSCCCN (3-(methylthio)propylamine), CCN(C(C)C)C(C)C (DIEA). Solvent: CCOC(=O)C (EtOAc). Conditions: time 4 hour. The product is NC1=C(C(=O)NCCCSC)C=CC=C1I (2-amino-3-iodo-N-(3-(methylthio)propyl)benzamide). As a reaction SMILES: [NH2:1][C:2]1[C:10]([I:11])=[CH:9][CH:8]=[CH:7][C:3]=1[C:4]([OH:6])=O.[CH3:12][S:13][CH2:14][CH2:15][CH2:16][NH2:17].CCN(C(C)C)C(C)C.CCCP1(OP(CCC)(=O)OP(CCC)(=O)O1)=O>CCOC(C)=O>[NH2:1][C:2]1[C:10]([I:11])=[CH:9][CH:8]=[CH:7][C:3]=1[C:4]([NH:17][CH2:16][CH2:15][CH2:14][S:13][CH3:12])=[O:6]. Procedure details: To a 100-mL round-bottomed flask was added 2-amino-3-iodobenzoic acid (1.50 g, 5.70 mmol, Bosche Scientific) and 3-(methylthio)propylamine (0.72 mL, 6.84 mmol, Acros) in EtOAc (15 mL) followed by DIEA (1.19 mL, 6.84 mmol) and 1-propanephosphonic acid cyclic anhydride (3.99 mL, 6.27 mmol, 50% in EtOAc, Sigma Aldrich). The reaction was stirred at RT for 4 h, and then quenched with sat. NaHCO3. The layers were separated and the organic layer was washed with sat. NaHCO3, brine, then dried (MgSO4), f... Reactants: Cc1cc(Oc2ccnc(NCCNC(=O)OC(C)(C)C)n2)cc2c1C(CC(=O)O)OB2O, Cl, C1COCCO1. Product: Cl, Cc1cc(Oc2ccnc(NCCN)n2)cc2c1C(CC(=O)O)OB2O. As a reaction SMILES: [C:1]([O:2][C:3](=[O:4])[NH:8][CH2:9][CH2:10][NH:11][c:12]1[n:13][cH:14][cH:15][c:16]([O:18][c:19]2[cH:20][c:21]([CH3:33])[c:22]3[c:23]([cH:32]2)[B:24]([OH:31])[O:25][CH:26]3[CH2:27][C:28](=[O:29])[OH:30])[n:17]1)([CH3:5])([CH3:6])[CH3:7].[ClH:34].[O:35]1[CH2:36][CH2:37][O:38][CH2:39][CH2:40]1>>[ClH:34].[NH2:8][CH2:9][CH2:10][NH:11][c:12]1[n:13][cH:14][cH:15][c:16]([O:18][c:19]2[cH:20][c:21]([CH3:33])[c:22]3[c:23]([cH:32]2)[B:24]([OH:31])[O:25][CH:26]3[CH2:27][C:28](=[O:29])[OH:30])[n:17]1.